This data is from the Open Reaction Database (ORD), a public repository of structured organic reaction records. The task is: describe an organic reaction: reactants, conditions, products, and yield The reactants are C(CCC)N1CCC(CC1)=O (1-butyl-4-piperidone), C(C1=CC=CC=C1)=O (benzaldehyde), Cl (hydrochloric acid). Run in C(C)O (ethanol). Yields the product Cl.C(C1=CC=CC=C1)=C1CN(CC(C1=O)=CC1=CC=CC=C1)CCCC (3,5-dibenzylidene-1-butyl-4-piperidone, hydrochloride). As a reaction SMILES: [CH2:1]([N:5]1[CH2:10][CH2:9][C:8](=[O:11])[CH2:7][CH2:6]1)[CH2:2][CH2:3][CH3:4].[CH:12](=O)[C:13]1[CH:18]=[CH:17][CH:16]=[CH:15][CH:14]=1.[ClH:20]>C(O)C>[ClH:20].[CH:12](=[C:7]1[C:8](=[O:11])[C:9](=[CH:12][C:13]2[CH:18]=[CH:17][CH:16]=[CH:15][CH:14]=2)[CH2:10][N:5]([CH2:1][CH2:2][CH2:3][CH3:4])[CH2:6]1)[C:13]1[CH:18]=[CH:17][CH:16]=[CH:15][CH:14]=1 |f:4.5|. Procedure details: A stirred solution of 31 g of 1-butyl-4-piperidone and 64 g of benzaldehyde in 300 ml of ethanol is cooled to 15° C, treated dropwise with 66 ml of concentrated hydrochloric acid, refluxed for 5 hours, and maintained for about 16 hours at room temperature. The bulk of ethanol is evaporated and the syrupy residue is cooled, diluted to 600 ml with water, treated with 300 ml of ether, stirred, and rubbed; a solid gradually separates. After cooling for several hours, the solid is filtered, washed wi... The reactants are [H][H] (hydrogen), 53.7, OCCNC(=O)C1=NC=CN=C1 (N-(2-hydroxyethyl)-2-pyrazinecarboxamide), [O-2].[Ca+2] (calcium oxide). The reagents and catalysts are [Pd] (palladium-on-charcoal). Solvent: COCCO (2-methoxyethanol). Product: OCCNC(=O)C1NCCNC1 (N-(2-hydroxyethyl)-2-piperazinecarboxamide), intermediate 23. Yield: 100.0%. RXN SMILES: [OH:1][CH2:2][CH2:3][NH:4][C:5]([C:7]1[CH:12]=[N:11][CH:10]=[CH:9][N:8]=1)=[O:6].[O-2].[Ca+2].[H][H]>[Pd].COCCO>[OH:1][CH2:2][CH2:3][NH:4][C:5]([CH:7]1[CH2:12][NH:11][CH2:10][CH2:9][NH:8]1)=[O:6] |f:1.2|. Procedure details: A mixture of 53.7 parts of N-(2-hydroxyethyl)-2-pyrazinecarboxamide, 20 parts of calcium oxide and 500 parts of 2-methoxyethanol was hydrogenated at normal pressure and at room temperature with 5 parts of palladium-on-charcoal catalyst 10%. After the calculated amount of hydrogen was taken up, the catalyst was filtered off and the filtrate was evaporated, yielding 55.4 parts (100%) of N-(2-hydroxyethyl)-2-piperazinecarboxamide as a residue (intermediate 23). Starting materials: NC1=NC(N(C=C1)C1C(C(C(O1)CO)OC(C(C(C)C)NC(=O)OC(C)(C)C)=O)(C)O)=O (2-tert-butoxycarbonylamino-3-methyl-butyric acid 5-(4-amino-2-oxo-2H-pyrimidin-1-yl)-4-hydroxy-2-hydroxymethyl-4-methyl-tetrahydro-furan-3-yl ester), Cl (HCl). The solvent is CCOC(=O)C (EtOAc). Yields the product Cl.Cl.NC1=NC(N(C=C1)C1C(C(C(O1)CO)OC(C(C(C)C)N)=O)(C)O)=O (2-amino-3-methyl-butyric acid 5-(4-amino-2-oxo-2H-pyrimidin-1-yl)-4-hydroxy-2-hydroxymethyl-4-methyl-tetrahydrofuran-3-yl ester, dihydrochloride salt), final product. RXN SMILES: [NH2:1][C:2]1[CH:7]=[CH:6][N:5]([CH:8]2[O:12][CH:11]([CH2:13][OH:14])[CH:10]([O:15][C:16](=[O:29])[CH:17]([NH:21]C(OC(C)(C)C)=O)[CH:18]([CH3:20])[CH3:19])[C:9]2([OH:31])[CH3:30])[C:4](=[O:32])[N:3]=1.[ClH:33]>CCOC(C)=O>[ClH:33].[ClH:33].[NH2:1][C:2]1[CH:7]=[CH:6][N:5]([CH:8]2[O:12][CH:11]([CH2:13][OH:14])[CH:10]([O:15][C:16](=[O:29])[CH:17]([NH2:21])[CH:18]([CH3:20])[CH3:19])[C:9]2([OH:31])[CH3:30])[C:4](=[O:32])[N:3]=1 |f:3.4.5|. Reported procedure: In another method to synthesize the compounds of the invention, shown in FIG. 1b, benzoylcytosine, BSA and SnCl4/acetonitrile are reacted with 1,2,3,5-tetra-O-benzoyl-2-C-methyl-β-D-ribofuranose (1) to form 4-benzoylamino-1-(3,4-dibenzoyloxy-5-benzoyloxymethyl-3-methyl-tetrahydro-furan-2-yl)-1H-pyrimidin-2-one (2a); reacting (2a) with NH3 in methanol and chromatographically separating the product, 4-amino-1-(3,4-dihydroxy-5-hydroxymethyl-3-methyl-tetrahydro-furan-2-yl)-1H-pyrimidin-2-one (3), al... Starting materials: S(=O)(Cl)Cl (thionyl chloride), C(=O)C1=NC=C(C=C1)CO (2-Formyl-5-hydroxymethylpyridine). The solvent is O1CCCC1 (tetrahydrofuran). Yields the product Cl.C(=O)C1=NC=C(C=C1)CCl (2-formyl-5-chloromethylpyridine hydrochloride). Reaction SMILES: [CH:1]([C:3]1[CH:8]=[CH:7][C:6]([CH2:9]O)=[CH:5][N:4]=1)=[O:2].S(Cl)([Cl:13])=O>O1CCCC1>[ClH:13].[CH:1]([C:3]1[CH:8]=[CH:7][C:6]([CH2:9][Cl:13])=[CH:5][N:4]=1)=[O:2] |f:3.4|. Procedure details: 2-Formyl-5-hydroxymethylpyridine (0.1 mole) in 100 ml. of tetrahydrofuran is treated with 0.11 mole of thionyl chloride, and the mixture is refluxed 3 hours. The product, 2-formyl-5-chloromethylpyridine hydrochloride is collected by filtration from the cooled reaction mixture. Reactants: 20g, C=CCCCCCCCCC (1-undecene), 10g, N(C)C ((CH3)2NH), Zr. The solvent is C1(=CC=CC=C1)C (toluene). Reaction conditions: time 20 hour. The product is CC(CN)CCCCCCCCC (N-2 methylundecylamine). RXN SMILES: [CH2:1]=[CH:2][CH2:3][CH2:4][CH2:5][CH2:6][CH2:7][CH2:8][CH2:9][CH2:10][CH3:11].[NH:12](C)[CH3:13]>C1(C)C=CC=CC=1>[CH3:1][CH:2]([CH2:3][CH2:4][CH2:5][CH2:6][CH2:7][CH2:8][CH2:9][CH2:10][CH3:11])[CH2:13][NH2:12]. Procedure: 20g of 1-undecene and 10g of (CH3)2NH are reacted in accordance with the method of example 3 with Zr (Me2N4) (1g) in 50ml of toluene. After 20 hours at 200° C., (N-methyl, N-2 methylundecylamine) is obtained, and is separated by chromatography on an Al2O3 column. Reactants: Cl (hydrochloric acid), C(C)OC(CN(C1=CC=CC=C1)CC(NC1=CC=C(C=C1)C1=CC=NC=C1)=O)=O (Ethyl[(2-oxo-2-{[4-(4-pyridinyl)phenyl]amino}ethyl) (phenyl)amino]acetate), O (water), [BH4-].[Na+] (sodium borohydride). Solvent: CO.O1CCCC1 (methanol tetrahydrofuran). Product: OCCN(CC(=O)NC1=CC=C(C=C1)C1=CC=NC=C1)C1=CC=CC=C1 (2-[(2-hydroxyethyl) (phenyl)amino]-N-[4-(4-pyridinyl)phenyl]acetamide). Isolated yield 48.0%. Reaction SMILES: C([O:3][C:4](=O)[CH2:5][N:6]([CH2:13][C:14](=[O:28])[NH:15][C:16]1[CH:21]=[CH:20][C:19]([C:22]2[CH:27]=[CH:26][N:25]=[CH:24][CH:23]=2)=[CH:18][CH:17]=1)[C:7]1[CH:12]=[CH:11][CH:10]=[CH:9][CH:8]=1)C.[BH4-].[Na+].O.Cl>CO.O1CCCC1>[OH:3][CH2:4][CH2:5][N:6]([C:7]1[CH:12]=[CH:11][CH:10]=[CH:9][CH:8]=1)[CH2:13][C:14]([NH:15][C:16]1[CH:21]=[CH:20][C:19]([C:22]2[CH:27]=[CH:26][N:25]=[CH:24][CH:23]=2)=[CH:18][CH:17]=1)=[O:28] |f:1.2,5.6|. Reported procedure: Ethyl[(2-oxo-2-{[4-(4-pyridinyl)phenyl]amino}ethyl) (phenyl)amino]acetate (50.0 mg) was dissolved in methanol/tetrahydrofuran (1:1, 1.0 mL) and sodium borohydride (14.6 mg) was added portionwise to the mixture cooled with ice bath stirring. The mixture was stirred at 0° C. for 5 hours and water (2.0 mL) was added to the resulting mixture. The mixture was neutralized with 1N hydrochloric acid and extracted with ethyl acetate (3.0 mL). The organic layer was washed with brine and dried over magnesi...